From a dataset of the Open Reaction Database (ORD), a public repository of structured organic reaction records. describe an organic reaction: reactants, conditions, products, and yield Starting materials: C(CCC)[Li] (butyllithium), BrC1=NC=C(C=C1)CNC(=O)OC(C)(C)C (2-bromo-5-tert-butoxycarbonylaminomethyl-pyridine), CC(CC=O)(C)C (3,3-dimethylbutyraldehyde). The solvent is C1CCOC1 (THF). Run at time 35 minute. The product is C(C)(C)(C)OC(=O)NCC=1C=CC(=NC1)C(CC(C)(C)C)O (5-tert-Butoxycarbonylaminomethyl-2-(1-hydroxy-3,3-dimethyl-butyl)-pyridine). Yield: 55.0%. As a reaction SMILES: C([Li])CCC.Br[C:7]1[CH:12]=[CH:11][C:10]([CH2:13][NH:14][C:15]([O:17][C:18]([CH3:21])([CH3:20])[CH3:19])=[O:16])=[CH:9][N:8]=1.[CH3:22][C:23]([CH3:28])([CH3:27])[CH2:24][CH:25]=[O:26]>C1COCC1>[C:18]([O:17][C:15]([NH:14][CH2:13][C:10]1[CH:11]=[CH:12][C:7]([CH:25]([OH:26])[CH2:24][C:23]([CH3:28])([CH3:27])[CH3:22])=[N:8][CH:9]=1)=[O:16])([CH3:21])([CH3:20])[CH3:19]. Procedure details: Add slowly butyllithium (1.088 mL, 1.741 mmol, 1.6M solution in hexane) to a solution of 2-bromo-5-tert-butoxycarbonylaminomethyl-pyridine (200 mg, 0.696 mmol) in anhydrous THF (10 mL) at −78° C. Stir the mixture at this temperature for 35 min. Add 3,3-dimethylbutyraldehyde (0.219 mL, 1.741 mmol) and stir the mixture at −78° C. for 3 h. Quench the reaction mixture at −78° C. with brine. Extract the aqueous phase with EtOAc (3×15 mL). Dry the combined organic extracts over Na2SO4, filter and conc... Reactants: [Br-], Brc1cccc(N2CCC3(C2)OCCO3)n1, BrCc1ccccc1, [Mg+]Cc1ccccc1, CCOCC, [Mg], C1CCOC1. The product is c1ccc(Cc2cccc(N3CCC4(C3)OCCO4)n2)cc1. Reaction SMILES: [Br-:17].[Br:1][c:2]1[n:3][c:4]([N:8]2[CH2:9][C:10]3([CH2:11][CH2:12]2)[O:13][CH2:14][CH2:15][O:16]3)[cH:5][cH:6][cH:7]1.[Br:26][CH2:27][c:28]1[cH:29][cH:30][cH:31][cH:32][cH:33]1.[CH2:18]([c:19]1[cH:20][cH:21][cH:22][cH:23][cH:24]1)[Mg+:25].[CH3:35][CH2:36][O:37][CH2:38][CH3:39].[Mg:34].[O:40]1[CH2:41][CH2:42][CH2:43][CH2:44]1>>[c:2]1([CH2:18][c:19]2[cH:20][cH:21][cH:22][cH:23][cH:24]2)[n:3][c:4]([N:8]2[CH2:9][C:10]3([CH2:11][CH2:12]2)[O:13][CH2:14][CH2:15][O:16]3)[cH:5][cH:6][cH:7]1.